From a dataset of the Open Reaction Database (ORD), a public repository of structured organic reaction records. describe an organic reaction: reactants, conditions, products, and yield Reactants: FC1=C(C=C(C=C1)F)OC (2,5-difluoroanisole), ice water, [Cl-].[Al+3].[Cl-].[Cl-] (aluminium chloride), BrC1=CC=C(C(=O)Cl)C=C1 (4-bromobenzoyl chloride). The solvent is [N+](=O)([O-])C1=CC=CC=C1 (nitrobenzene), [N+](=O)([O-])C1=CC=CC=C1 (nitrobenzene). Yields the product BrC1=CC=C(C=C1)C(=O)C1=C(C=C(C(=C1)F)OC)F ((4-bromo-phenyl)-(2,5-difluoro-4-methoxy-phenyl)-methanone). As a reaction SMILES: [Cl-].[Al+3].[Cl-].[Cl-].[Br:5][C:6]1[CH:14]=[CH:13][C:9]([C:10](Cl)=[O:11])=[CH:8][CH:7]=1.[F:15][C:16]1[CH:21]=[CH:20][C:19]([F:22])=[CH:18][C:17]=1[O:23][CH3:24]>[N+](C1C=CC=CC=1)([O-])=O>[Br:5][C:6]1[CH:14]=[CH:13][C:9]([C:10]([C:20]2[CH:21]=[C:16]([F:15])[C:17]([O:23][CH3:24])=[CH:18][C:19]=2[F:22])=[O:11])=[CH:8][CH:7]=1 |f:0.1.2.3|. Reported procedure: 75 ml of nitrobenzene are cooled in an ice bath and treated in succession with 17.3 g of aluminium chloride and 4-bromobenzoyl chloride in 25 ml of nitrobenzene at a maximum 6° C. The mixture is stirred for 10 min., whereupon 15.7 g of 2,5-difluoroanisole are added in such a manner that the temperature does not exceed 6° C. The solution is left to warm to room temperature overnight, then poured on to ice-water and extracted with methylene chloride. The organic phase is washed with water and 10% ... Reactants: [Mg+]CCc1ccccc1, CC(OCc1ccccc1)C1CO1, [Cl-]. The product is CC(OCc1ccccc1)C(O)CCCc1ccccc1. Reaction SMILES: [CH2:15]([CH2:16][c:17]1[cH:18][cH:19][cH:20][cH:21][cH:22]1)[Mg+:23].[CH2:1]([c:2]1[cH:3][cH:4][cH:5][cH:6][cH:7]1)[O:8][CH:9]([CH:10]1[CH2:11][O:12]1)[CH3:13].[Cl-:14]>>[CH2:1]([c:2]1[cH:3][cH:4][cH:5][cH:6][cH:7]1)[O:8][CH:9]([CH:10]([CH2:11][CH2:15][CH2:16][c:17]1[cH:18][cH:19][cH:20][cH:21][cH:22]1)[OH:12])[CH3:13].